From a dataset of the Open Reaction Database (ORD), a public repository of structured organic reaction records. describe an organic reaction: reactants, conditions, products, and yield Starting materials: NCCC(=O)O (Beta-alanine), C1(=CC=CC=C1)CC(C)=O (Phenylacetone), C(#N)[BH3-].[Na+] (sodium cyanoborohydride). Solvent: C(C)(=O)OCC (ethyl acetate), CO (methanol). Reaction conditions: time 18 hour. Product: C(=O)(O)CCNC(C)CC1=CC=CC=C1 (N-carboxyethyl-amphetamine). The yield is 60.2%. Reaction SMILES: [C:1]1([CH2:7][C:8](=O)[CH3:9])[CH:6]=[CH:5][CH:4]=[CH:3][CH:2]=1.[NH2:11][CH2:12][CH2:13][C:14]([OH:16])=[O:15].C([BH3-])#N.[Na+]>CO.C(OCC)(=O)C>[C:14]([CH2:13][CH2:12][NH:11][CH:8]([CH2:7][C:1]1[CH:6]=[CH:5][CH:4]=[CH:3][CH:2]=1)[CH3:9])([OH:16])=[O:15] |f:2.3|. Procedure details: Phenylacetone (100 mg, 0.745 mmol) was dissolved in anhydrous methanol (2.0 ml). Beta-alanine (398 mg, 4.47 mmol) was added, followed by sodium cyanoborohydride (94 mg, 1.49 mmol). After 18 hours of stirring under nitrogen, the reaction mixture was filtered, and the filtrate solvent was removed in vacuo. The resulting crude material was purified on four 1.0 millimeter C18 reverse-phase preparative thin layer chromatography plates eluted with H2O/methanol/acetic acid (40/60/0.4). The material obt...